This data is from the Open Reaction Database (ORD), a public repository of structured organic reaction records. The task is: describe an organic reaction: reactants, conditions, products, and yield Reactants: CNS(=O)(=O)C1(SC=C(N1)Cl)Cl (N-methyl-2,4 dichloro-thiazole-sulphonamide), NC1=CC=CC=C1 (aniline). Solvent: C(Cl)Cl (methylene chloride). The product is CN(S(=O)(=O)C=1SC=C(N1)Cl)NC1=CC=CC=C1 (N-methyl-2-N-phenylamino-4-chlorothiazole-sulphonamide). Yield: 15.0%. Reaction SMILES: [CH3:1][NH:2][S:3]([C:6]1(Cl)[NH:10][C:9]([Cl:11])=[CH:8][S:7]1)(=[O:5])=[O:4].[NH2:13][C:14]1[CH:19]=[CH:18][CH:17]=[CH:16][CH:15]=1>C(Cl)Cl>[CH3:1][N:2]([NH:13][C:14]1[CH:19]=[CH:18][CH:17]=[CH:16][CH:15]=1)[S:3]([C:6]1[S:7][CH:8]=[C:9]([Cl:11])[N:10]=1)(=[O:5])=[O:4]. Reported procedure: In analogy to Example 5, the N-methyl-2-N-phenylamino-4-chlorothiazole-sulphonamide was prepared by reacting N-methyl-2,4-dichlorothiazole-sulphonamide from Example 2 with aniline. Following chromatography on silica gel using methylene chloride as the eluent, the product having a melting point of 157-8° C. was obtained in 15% yield. Reactants: C(C)(=O)OCC (ethyl acetate), O[C@@H](CCNC(=O)C1NC(C(C1C1=C(C(=CC=C1)Cl)F)(C#N)C1=C(C=C(C=C1)Cl)F)CC(C)(C)C=1CCN(CC1)CC1=CC=CC=C1)CO (rac-(2R,3S,4R,5S)-5-[2-(1-benzyl-1,2,3,6-tetrahydro-pyridin-4-yl)-2-methyl-propyl]-3-(3-chloro-2-fluoro-phenyl)-4-(4-chloro-2-fluoro-phenyl)-4-cyano-pyrrolidine-2-carboxylic acid ((S)-3,4-dihydroxy-butyl)-amide). The reagents and catalysts are O=[Pt]=O (PtO2). Product: O[C@@H](CCNC(=O)C1NC(C(C1C1=C(C(=CC=C1)Cl)F)(C#N)C1=C(C=C(C=C1)Cl)F)CC(C)(C1CCOCC1)C)CO (rac-(2R,3S,4R,5S)-3-(3-chloro-2-fluoro-phenyl)-4-(4-chloro-2-fluoro-phenyl)-4-cyano-5-[2-methyl-2-(tetrahydro-pyran-4-yl)-propyl]-pyrrolidine-2-carboxylic acid ((S)-3,4-dihydroxy-butyl)-amide), solid. The yield is 54.0%. RXN SMILES: [OH:1][C@H:2]([CH2:48][OH:49])[CH2:3][CH2:4][NH:5][C:6]([CH:8]1[CH:12]([C:13]2[CH:18]=[CH:17][CH:16]=[C:15]([Cl:19])[C:14]=2[F:20])[C:11]([C:23]2[CH:28]=[CH:27][C:26]([Cl:29])=[CH:25][C:24]=2[F:30])([C:21]#[N:22])[CH:10]([CH2:31][C:32]([C:35]2[CH2:36][CH2:37]N(CC3C=CC=CC=3)[CH2:39][CH:40]=2)([CH3:34])[CH3:33])[NH:9]1)=[O:7].C(OCC)(=[O:52])C>O=[Pt]=O>[OH:1][C@H:2]([CH2:48][OH:49])[CH2:3][CH2:4][NH:5][C:6]([CH:8]1[CH:12]([C:13]2[CH:18]=[CH:17][CH:16]=[C:15]([Cl:19])[C:14]=2[F:20])[C:11]([C:23]2[CH:28]=[CH:27][C:26]([Cl:29])=[CH:25][C:24]=2[F:30])([C:21]#[N:22])[CH:10]([CH2:31][C:32]([CH3:33])([CH:35]2[CH2:40][CH2:39][O:52][CH2:37][CH2:36]2)[CH3:34])[NH:9]1)=[O:7]. Reported procedure: In a manner similar to the method described in Examples 118a, rac-(2R,3S,4R,5S)-3-(3-chloro-2-fluoro-phenyl)-4-(4-chloro-2-fluoro-phenyl)-4-cyano-5-[2-(3,6-dihydro-2H-pyran-4-yl)-2-methyl-propyl]-pyrrolidine-2-carboxylic acid ((S)-3,4-dihydroxy-butyl)-amide prepared in Example 127e (0.28 g, 0.45 mmol) was treated with PtO2 and H2 in ethyl acetate to give rac-(2R,3S,4R,5S)-3-(3-chloro-2-fluoro-phenyl)-4-(4-chloro-2-fluoro-phenyl)-4-cyano-5-[2-methyl-2-(tetrahydro-pyran-4-yl)-propyl]-pyrrolidine-2... Reactants: [N+](=O)([O-])C1=CC=C(C=C1)N1N=C(C=C1Br)C (1-(4′-nitrophenyl)-5-bromo-3-methylpyrazole), C(C)(C)[Si](C(C)C)(C(C)C)C#C (triisopropylsilylacetylene), C(CC(=O)C)(=O)OCC (ethyl acetoacetate), P(Br)(Br)Br (PBr3). The reagents and catalysts are C=1C=CC(=CC1)[P](C=2C=CC=CC2)(C=3C=CC=CC3)[Pd]([P](C=4C=CC=CC4)(C=5C=CC=CC5)C=6C=CC=CC6)([P](C=7C=CC=CC7)(C=8C=CC=CC8)C=9C=CC=CC9)[P](C=1C=CC=CC1)(C=1C=CC=CC1)C=1C=CC=CC1 (Pd(PPh3)4). Run in C(C)#N (acetonitrile), C(C)N(CC)CC (triethylamine). Run at temperature 70 celsius. The product is [N+](=O)([O-])C1=CC=C(C=C1)N1N=C(C=C1C#C[Si](C(C)C)(C(C)C)C(C)C)C (1-(4′-Nitrophenyl)-5-(2-triisopropylsilylethynyl)-3-methylpyrazole). Yield: 95.0%. As a reaction SMILES: [N+:1]([C:4]1[CH:9]=[CH:8][C:7]([N:10]2[C:14](Br)=[CH:13][C:12]([CH3:16])=[N:11]2)=[CH:6][CH:5]=1)([O-:3])=[O:2].C(OCC)(=O)CC(C)=O.P(Br)(Br)Br.[CH:30]([Si:33]([C:40]#[CH:41])([CH:37]([CH3:39])[CH3:38])[CH:34]([CH3:36])[CH3:35])([CH3:32])[CH3:31]>C(#N)C.C(N(CC)CC)C.C1C=CC([P]([Pd]([P](C2C=CC=CC=2)(C2C=CC=CC=2)C2C=CC=CC=2)([P](C2C=CC=CC=2)(C2C=CC=CC=2)C2C=CC=CC=2)[P](C2C=CC=CC=2)(C2C=CC=CC=2)C2C=CC=CC=2)(C2C=CC=CC=2)C2C=CC=CC=2)=CC=1>[N+:1]([C:4]1[CH:9]=[CH:8][C:7]([N:10]2[C:14]([C:41]#[C:40][Si:33]([CH:30]([CH3:32])[CH3:31])([CH:37]([CH3:39])[CH3:38])[CH:34]([CH3:36])[CH3:35])=[CH:13][C:12]([CH3:16])=[N:11]2)=[CH:6][CH:5]=1)([O-:3])=[O:2] |^1:55,57,76,95|. Procedure: To a solution of 1-(4′-nitrophenyl)-5-bromo-3-methylpyrazole (prepared as described for Example 19 except using ethyl acetoacetate instead of ethyl trifluoroacetoacetate and using PBr3 in acetonitrile and refluxing for 72 hr for the halogenation step) (100 mg, 0.35 mmol) in triethylamine (5 mL) was added Pd(PPh3)4 (20 mg, 0.017 mmol) and CuBrSMe2 (8 mg, 0.036 mmol), followed by triisopropylsilylacetylene (72 mg, 0.39 mmol). The mixture was heated to 70° C. for 1 hour and cooled to room temperatu... Starting materials: BrC1=CC=C(C=C1)C1=NC=C(C=N1)C1=NC=C(C=N1)CCCCC (2-(p-bromophenyl)-5'-pentyl-5,2'-bipyrimidinyl), CN1C(CCC1)=O (N-methyl-2-pyrrolidone), cuprous cyanide, N (ammonia). The solvent is C1(=CC=CC=C1)C (toluene). Run at temperature 40 celsius. Product: C(#N)C1=CC=C(C=C1)C1=NC=C(C=N1)C1=NC=C(C=N1)CCCCC (2-(p-cyanophenyl)-5'-pentyl-5,2'-bipyrimidinyl). As a reaction SMILES: Br[C:2]1[CH:7]=[CH:6][C:5]([C:8]2[N:13]=[CH:12][C:11]([C:14]3[N:19]=[CH:18][C:17]([CH2:20][CH2:21][CH2:22][CH2:23][CH3:24])=[CH:16][N:15]=3)=[CH:10][N:9]=2)=[CH:4][CH:3]=1.[CH3:25][N:26]1CCCC1=O.N>C1(C)C=CC=CC=1>[C:25]([C:2]1[CH:7]=[CH:6][C:5]([C:8]2[N:13]=[CH:12][C:11]([C:14]3[N:19]=[CH:18][C:17]([CH2:20][CH2:21][CH2:22][CH2:23][CH3:24])=[CH:16][N:15]=3)=[CH:10][N:9]=2)=[CH:4][CH:3]=1)#[N:26]. Procedure details: A mixture of 2-(p-bromophenyl)-5'-pentyl-5,2'-bipyrimidinyl (5.0 g, 0.013 mol), N-methyl-2-pyrrolidone (100 mL) and cuprous cyanide (1.16 g, 0.013 mol) was heated under reflux for 5 hours, followed by cooling the reaction mixture down to 40° C., adding toluene (500 ml) and 28% aqueous ammonia (100 ml), separating the resulting layers, washing the toluene layer with water till the washing water became neutral, drying the toluene layer over anhydrous sodium sulfate, distilling off toluene, and thr... The reactants are CCOC(=O)c1cn(C)c2nc3cc(N4CCNC(c5ccco5)C4)c(F)cc3cc2c1=O, CS(=O)(=O)O, CCO, [K+], [OH-], O. The product is Cn1cc(C(=O)O)c(=O)c2cc3cc(F)c(N4CCNC(c5ccco5)C4)cc3nc21. As a reaction SMILES: [CH2:1]([CH3:2])[O:3][C:4](=[O:5])[c:6]1[c:7](=[O:33])[c:8]2[cH:9][c:10]3[c:11]([n:12][c:13]2[n:14]([CH3:16])[cH:15]1)[cH:17][c:18]([N:22]1[CH2:23][CH:24]([c:28]2[o:29][cH:30][cH:31][cH:32]2)[NH:25][CH2:26][CH2:27]1)[c:19]([F:21])[cH:20]3.[CH3:34][S:35](=[O:36])(=[O:37])[OH:38].[CH3:42][CH2:43][OH:44].[K+:41].[OH-:40].[OH2:39]>>[O:3]=[C:4]([OH:5])[c:6]1[c:7](=[O:33])[c:8]2[cH:9][c:10]3[c:11]([n:12][c:13]2[n:14]([CH3:16])[cH:15]1)[cH:17][c:18]([N:22]1[CH2:23][CH:24]([c:28]2[o:29][cH:30][cH:31][cH:32]2)[NH:25][CH2:26][CH2:27]1)[c:19]([F:21])[cH:20]3.